Dataset: the Open Reaction Database (ORD), a public repository of structured organic reaction records. Task: describe an organic reaction: reactants, conditions, products, and yield Reactants: ClC=1C(=NC=NC1Cl)N (5,6-dichloropyrimidin-4-amine), OC1CC2(CN(C2)C(=O)OC(C)(C)C)C1 (tert-butyl 6-hydroxyl-2-azaspiro[3.3]heptane-2-carboxylate), O(C1=CC=CC=C1)C1=CC=C(C=C1)B(O)O ((4-phenoxyphenyl)boronic acid), Cl.CN(C/C=C/C(=O)O)C ((E)-4-(dimethylamino)but-2-enoic acid hydrochloride). Yields the product NC1=C(C(=NC=N1)OC1CC2(CN(C2)C(\C=C\CN(C)C)=O)C1)C1=CC=C(C=C1)OC1=CC=CC=C1 ((E)-1-(6-((6-amino-5-(4-phenoxyphenyl)pyrimidin-4-yl)oxy)-2-azaspiro[3.3]heptan-2-yl)-4-(dimethylamino)but-2-en-1-one). As a reaction SMILES: Cl[C:2]1[C:3]([NH2:9])=[N:4][CH:5]=[N:6][C:7]=1Cl.[OH:10][CH:11]1[CH2:24][C:13]2([CH2:16][N:15]([C:17]([O:19]C(C)(C)C)=O)[CH2:14]2)[CH2:12]1.[O:25]([C:32]1[CH:37]=[CH:36][C:35](B(O)O)=[CH:34][CH:33]=1)[C:26]1[CH:31]=[CH:30][CH:29]=[CH:28][CH:27]=1.Cl.[CH3:42][N:43]([CH3:50])[CH2:44]/[CH:45]=[CH:46]/C(O)=O>>[NH2:9][C:3]1[N:4]=[CH:5][N:6]=[C:7]([O:10][CH:11]2[CH2:12][C:13]3([CH2:14][N:15]([C:17](=[O:19])/[CH:46]=[CH:45]/[CH2:44][N:43]([CH3:50])[CH3:42])[CH2:16]3)[CH2:24]2)[C:2]=1[C:29]1[CH:30]=[CH:31][C:26]([O:25][C:32]2[CH:37]=[CH:36][CH:35]=[CH:34][CH:33]=2)=[CH:27][CH:28]=1 |f:3.4|. Reported procedure: (E)-1-(6-((6-amino-5-(4-phenoxyphenyl)pyrimidin-4-yl)oxy)-2-azaspiro[3.3]heptan-2-yl)-4-(dimethylamino)but-2-en-1-one was prepared from 5,6-dichloropyrimidin-4-amine, tert-butyl 6-hydroxyl-2-azaspiro[3.3]heptane-2-carboxylate, (4-phenoxyphenyl)boronic acid and (E)-4-(dimethylamino)but-2-enoic acid hydrochloride according to general scheme 3 using methods S1, S2, S3, and S4A. HPLC purity: 99%. MS: m/z=486 [M+H]+. 1H NMR (CD3OD) δ 8.28 (s, 1H), 7.18-7.45 (m, 9H), 6.63 (m, 1H), 6.45 (dd, 1H), 5.25 ... The reactants are CC(=O)OC(C)=O, ClCCl, CC1(C)OC(c2ccc(N)cc2)=C(c2ccc(OCc3ccc4ccccc4n3)cc2)C1=O, O. Product: CC(=O)Nc1ccc(C2=C(c3ccc(OCc4ccc5ccccc5n4)cc3)C(=O)C(C)(C)O2)cc1. RXN SMILES: [CH3:34][C:35](=[O:36])[O:37][C:38]([CH3:39])=[O:40].[Cl:41][CH2:42][Cl:43].[NH2:1][c:2]1[cH:3][cH:4][c:5]([C:8]2=[C:9]([c:16]3[cH:17][cH:18][c:19]([O:22][CH2:23][c:24]4[n:25][c:26]5[cH:27][cH:28][cH:29][cH:30][c:31]5[cH:32][cH:33]4)[cH:20][cH:21]3)[C:10](=[O:15])[C:11]([CH3:13])([CH3:14])[O:12]2)[cH:6][cH:7]1.[OH2:44]>>[NH:1]([c:2]1[cH:3][cH:4][c:5]([C:8]2=[C:9]([c:16]3[cH:17][cH:18][c:19]([O:22][CH2:23][c:24]4[n:25][c:26]5[cH:27][cH:28][cH:29][cH:30][c:31]5[cH:32][cH:33]4)[cH:20][cH:21]3)[C:10](=[O:15])[C:11]([CH3:13])([CH3:14])[O:12]2)[cH:6][cH:7]1)[C:35]([CH3:34])=[O:36]. The reactants are C1(=CC=CC=C1)C1=C2CCC(C2=CC=C1)=O (4-phenyl-1-indanone), [BH4-].[Na+] (sodium borohydride). The solvent is O (water), C(C)O (ethanol). Conditions: time 16 hour. Yields the product C1(=CC=CC=C1)C1=C2CCC(C2=CC=C1)O (4-phenyl-1-indanol). Isolated yield 82.3%. RXN SMILES: [C:1]1([C:7]2[CH:15]=[CH:14][CH:13]=[C:12]3[C:8]=2[CH2:9][CH2:10][C:11]3=[O:16])[CH:6]=[CH:5][CH:4]=[CH:3][CH:2]=1.[BH4-].[Na+]>C(O)C.O>[C:1]1([C:7]2[CH:15]=[CH:14][CH:13]=[C:12]3[C:8]=2[CH2:9][CH2:10][CH:11]3[OH:16])[CH:2]=[CH:3][CH:4]=[CH:5][CH:6]=1 |f:1.2|. Procedure: To a stirred solution of 20.8 g (0.10 mole) of 4-phenyl-1-indanone in 150 ml of ethanol was added portionwise 2.0 g (0.06 mole) of sodium borohydride. During the addition the reaction temperature rose to 33° C. Upon complete addition the reaction mixture was allowed to cool to ambient temperature and was stirred for 16 hours. The reaction mixture was mixed in water and concentrated under reduced pressure. A precipitate, which developed during concentration of the aqueous solution, was collected,... The reactants are C(C(=O)OCC)(=O)OCC (diethyl oxalate), C(CCC)[Li] (n-butyl lithium), BrC1=CC2=C(OC(OC2)(C)C)C=C1 (6-Bromo-2,2-dimethylbenzo[1,2-d]-1,3-dioxane), [BH4-].[Na+] (sodium borohydride), C([O-])(O)=O.[K+] (potassium bicarbonate). Solvent: O1CCCC1 (tetrahydrofuran), CCCCCC (hexane), O1CCCC1 (tetrahydrofuran), C(C)O (ethanol), C(C)O (ethanol), C(C)(=O)O (acetic acid), O (water). Reaction conditions: temperature -80 celsius. The product is CC1(OCC2=C(O1)C=CC(=C2)C(C(=O)OCC)O)C (ethyl 2-(2,2-dimethylbenzo[1,2-d]-1,3-dioxan-6-yl)2-hydroxyacetate). Isolated yield 76.4%. As a reaction SMILES: Br[C:2]1[CH:13]=[CH:12][C:5]2[O:6][C:7]([CH3:11])([CH3:10])[O:8][CH2:9][C:4]=2[CH:3]=1.C([Li])CCC.[C:19](OCC)(=[O:25])[C:20]([O:22][CH2:23][CH3:24])=[O:21].[BH4-].[Na+].C(=O)(O)[O-].[K+]>O1CCCC1.CCCCCC.C(O)C.O.C(O)(=O)C>[CH3:10][C:7]1([CH3:11])[O:6][C:5]2[CH:12]=[CH:13][C:2]([CH:19]([OH:25])[C:20]([O:22][CH2:23][CH3:24])=[O:21])=[CH:3][C:4]=2[CH2:9][O:8]1 |f:3.4,5.6|. Procedure: 6-Bromo-2,2-dimethylbenzo[1,2-d]-1,3-dioxane (30.0 g) was dissolved in 610 ml of tetrahydrofuran, 136 ml of 1.56 M n-butyl lithium in hexane was added to the solution with stirring at -80° C., and the mixture was subjected to 15 minutes of reaction. With stirring at -80° C., the reaction solution was added to a solution of 21.6 g of diethyl oxalate in 200 ml of tetrahydrofuran, and the mixture was subjected to 1 hour of reaction. Then, 100 ml of ethanol and a solution of 1.40 g of sodium borohyd... Starting materials: ClC=1C=2N(N=CC1C(=O)N)C=CC2 (4-chloropyrrolo[1,2-b]pyridazine-3-carboxamide), 3, N[C@@H]1CC[C@H](CC1)O ((trans)-4-aminocyclohexanol). Solvent: CN1CCCC1=O (NMP), CO (methanol). Run at temperature 80 celsius. Yields the product OC1CCC(CC1)NC=1C=2N(N=CC1C(=O)N)C=CC2 (4-((4-hydroxycyclohexyl)amino)pyrrolo[1,2-b]pyridazine-3-carboxamide). Yield: 85.0%. RXN SMILES: Cl[C:2]1[C:3]2[N:4]([CH:11]=[CH:12][CH:13]=2)[N:5]=[CH:6][C:7]=1[C:8]([NH2:10])=[O:9].[NH2:14][C@H:15]1[CH2:20][CH2:19][C@H:18]([OH:21])[CH2:17][CH2:16]1>CN1C(=O)CCC1.CO>[OH:21][CH:18]1[CH2:19][CH2:20][CH:15]([NH:14][C:2]2[C:3]3[N:4]([CH:11]=[CH:12][CH:13]=3)[N:5]=[CH:6][C:7]=2[C:8]([NH2:10])=[O:9])[CH2:16][CH2:17]1. Procedure: A solution of 4-chloropyrrolo[1,2-b]pyridazine-3-carboxamide, Preparation 3 (15 mg, 0.077 mmol) and (trans)-4-aminocyclohexanol (22.08 mg, 0.192 mmol) in NMP (0.3 ml) was heated at 80° C. for 1.5 h. The product mixture was diluted with methanol and purified by preparative HPLC (condition A) to afford the title compound as a white solid (17.8 mg, 85% yield). 1H NMR (400 MHz, MeOD) δ ppm 1.44-1.56 (m, 4 H) 1.97-2.08 (m, 2 H) 2.17-2.28 (m, 2 H) 3.62-3.76 (m, 1 H) 4.03-4.19 (m, 1 H) 6.69 (dd, J=4.52... Starting materials: N12C[C@@H](C(CC1)CC2)OC(C(C2=CC=CC=C2)(C2=CC=CC=C2)O)=O (hydroxy-diphenyl-acetic acid (R)-(1-aza-bicyclo [2.2.2]oct-3-yl) ester), C(=O)([O-])[O-].[K+].[K+] (K2CO3), C(C)(C)(C)OC(N(C)CCCCl)=O ((3-Chloro-propyl)-methyl-carbamic acid tert-butyl ester), C(=O)([O-])[O-].[K+].[K+] (K2CO3), polystyrene, CCN(C(C)C)C(C)C (DIPEA), [I-].[Na+] (sodium iodide). Reaction conditions: temperature 60 celsius, time 12 hour. Product: [Cl-].C(C)(C)(C)OC(=O)N(CCC[N+]12C[C@@H](C(CC1)CC2)OC(C(C2=CC=CC=C2)(C2=CC=CC=C2)O)=O)C ((R)-1-[3-(tert-Butoxycarbonyl-methyl-amino)-propyl]-3-(2-hydroxy-2,2-diphenyl-acetoxy)-1-azonia-bicyclo[2.2.2]octane chloride). As a reaction SMILES: [C:1]([O:5][C:6](=[O:13])[N:7]([CH2:9][CH2:10][CH2:11][Cl:12])[CH3:8])([CH3:4])([CH3:3])[CH3:2].CCN(C(C)C)C(C)C.[N:23]12[CH2:30][CH2:29][CH:26]([CH2:27][CH2:28]1)[C@@H:25]([O:31][C:32](=[O:47])[C:33]([OH:46])([C:40]1[CH:45]=[CH:44][CH:43]=[CH:42][CH:41]=1)[C:34]1[CH:39]=[CH:38][CH:37]=[CH:36][CH:35]=1)[CH2:24]2.C([O-])([O-])=O.[K+].[K+].[I-].[Na+]>CN(C=O)C>[Cl-:12].[C:1]([O:5][C:6]([N:7]([CH3:8])[CH2:9][CH2:10][CH2:11][N+:23]12[CH2:28][CH2:27][CH:26]([CH2:29][CH2:30]1)[C@@H:25]([O:31][C:32](=[O:47])[C:33]([OH:46])([C:34]1[CH:39]=[CH:38][CH:37]=[CH:36][CH:35]=1)[C:40]1[CH:45]=[CH:44][CH:43]=[CH:42][CH:41]=1)[CH2:24]2)=[O:13])([CH3:4])([CH3:3])[CH3:2] |f:3.4.5,6.7,9.10|. Procedure: (3-Chloro-propyl)-methyl-carbamic acid tert-butyl ester (2.00 g 9.629 mmol) is solubilised in DMF (20 ml) and polystyrene bound DIPEA added, and after a few minutes removed. This solution is then added to a mixture of hydroxy-diphenyl-acetic acid (R)-(1-aza-bicyclo [2.2.2]oct-3-yl) ester (2.1634 g 6.419 mmol) and 200 mg of K2CO3, followed by the addition of sodium iodide (10 mg) and heating at 60° C. for 2 days. 2.5 g Merrifield resin and 100 mg K2CO3 is then added to the mixture and heating res... Run in CN(C)C=O (DMF). The reactants are COC(C(CC1=CC=C(C=C1)OCCBr)NC1=C(C=CC=C1)C(C1=CN=CC=C1)=O)=O (2-((2-nicotinoylphenyl)amino)-3-[4-(2-bromoethoxy)-phenyl]-propionic acid methyl ester), C1=CC=CC=2C3=CC=CC=C3NC12 (carbazole), [OH-].[Na+] (NaOH). Reagents/catalysts: [Br-].C(CCC)[N+](CCCC)(CCCC)CCCC (tetrabutyl ammonium bromide). The solvent is C1=CC=CC=C1 (benzene), C1=CC=CC=C1 (benzene). The product is C(C1=CN=CC=C1)(=O)C1=C(C=CC=C1)NC(C(=O)O)CC1=CC=C(C=C1)OCCC1=CC=CC=2C3=CC=CC=C3NC12 (2-((2-nicotinoylphenyl)amino)-3-[4-(2-carbazolylethoxy)-phenyl]-propionic acid). The yield is 18.4%. As a reaction SMILES: C[O:2][C:3](=[O:31])[CH:4]([NH:16][C:17]1[CH:22]=[CH:21][CH:20]=[CH:19][C:18]=1[C:23](=[O:30])[C:24]1[CH:29]=[CH:28][CH:27]=[N:26][CH:25]=1)[CH2:5][C:6]1[CH:11]=[CH:10][C:9]([O:12][CH2:13][CH2:14]Br)=[CH:8][CH:7]=1.[CH:32]1[C:44]2[NH:43][C:42]3[C:37](=[CH:38][CH:39]=[CH:40][CH:41]=3)[C:36]=2[CH:35]=[CH:34][CH:33]=1.[OH-].[Na+]>C1C=CC=CC=1.[Br-].C([N+](CCCC)(CCCC)CCCC)CCC>[C:23]([C:18]1[CH:19]=[CH:20][CH:21]=[CH:22][C:17]=1[NH:16][CH:4]([CH2:5][C:6]1[CH:7]=[CH:8][C:9]([O:12][CH2:13][CH2:14][C:41]2[C:42]3[NH:43][C:44]4[C:36](=[CH:35][CH:34]=[CH:33][CH:32]=4)[C:37]=3[CH:38]=[CH:39][CH:40]=2)=[CH:10][CH:11]=1)[C:3]([OH:2])=[O:31])(=[O:30])[C:24]1[CH:29]=[CH:28][CH:27]=[N:26][CH:25]=1 |f:2.3,5.6|. Reported procedure: To a solution of 2-((2-nicotinoylphenyl)amino)-3-[4-(2-bromoethoxy)-phenyl]-propionic acid methyl ester (0.24 g, 0.49 mmol) and carbazole (0.082 g, 0.49 mmol) in benzene (10 ml) is added tetrabutyl ammonium bromide (0.08 g) and 50% NaOH aqueous solution (0.084 g, 1.08 mmol), then the mixture is heated to reflux for 10 h. After cooled, benzene (30 ml) is added, and the mixture is washed with water (3×30 ml). Then the solvent is evaporated under a vacuum. The crude product is purified by silica ge... Reactants: CN(C)C=O, [Cl-], CSc1nsc(Cl)n1, OCc1cc(Cl)cc(Cl)c1, [H-], [Na+], [Na+]. The product is CSc1nsc(OCc2cc(Cl)cc(Cl)c2)n1. RXN SMILES: [CH3:23][N:24]([CH3:25])[CH:26]=[O:27].[Cl-:22].[Cl:1][c:2]1[n:3][c:4]([S:7][CH3:8])[n:5][s:6]1.[Cl:9][c:10]1[cH:11][c:12]([CH2:13][OH:14])[cH:15][c:16]([Cl:18])[cH:17]1.[H-:19].[Na+:20].[Na+:21]>>[c:2]1([O:14][CH2:13][c:12]2[cH:11][c:10]([Cl:9])[cH:17][c:16]([Cl:18])[cH:15]2)[n:3][c:4]([S:7][CH3:8])[n:5][s:6]1. Reactants: IC (iodomethane), ice water, [H-].[Na+] (sodium hydride), FC=1C=C(C(=O)C2=CC3=C(NC(O3)=O)C(=C2)C)C=C(C1)F (6-(3,5-difluoro-benzoyl)-4-methyl-3H-benzoxazol-2-one), IC (iodomethane). Solvent: CN(C)C=O (DMF). Run at time 30 minute. Yields the product FC=1C=C(C(=O)C2=CC3=C(N(C(O3)=O)C)C(=C2)C)C=C(C1)F (6-(3,5-difluoro-benzoyl)-3,4-dimethyl-3H-benzoxazol-2-one). RXN SMILES: [H-].[Na+].[F:3][C:4]1[CH:5]=[C:6]([CH:20]=[C:21]([F:23])[CH:22]=1)[C:7]([C:9]1[CH:18]=[C:17]([CH3:19])[C:12]2[NH:13][C:14](=[O:16])[O:15][C:11]=2[CH:10]=1)=[O:8].I[CH3:25]>CN(C=O)C>[F:3][C:4]1[CH:5]=[C:6]([CH:20]=[C:21]([F:23])[CH:22]=1)[C:7]([C:9]1[CH:18]=[C:17]([CH3:19])[C:12]2[N:13]([CH3:25])[C:14](=[O:16])[O:15][C:11]=2[CH:10]=1)=[O:8] |f:0.1|. Procedure: 0.349 g (8.00 mmol) sodium hydride (55%, suspension in mineral oil) were added at RT to 2.20 g (7.61 mmol) 6-(3,5-difluoro-benzoyl)-4-methyl-3H-benzoxazol-2-one in 10 mL DMF. The reaction mixture was stirred for 30 min at RT. Then 0.634 mL (10.0 mmol) iodomethane were added and the mixture was stirred for 1 h at RT. Then another 0.1 mL iodomethane were added and the mixture was stirred further at RT. After the addition of ice water the mixture was extracted with EtOAc. The organic phase was wash... Reactants: CC(C)([O-])C.[K+] (potassium tert-butoxide), CI (methyl iodide), O=C1C(C(C2=CC(=C(C(=C12)Cl)Cl)OCC(=O)O)(C1=CC=CC=C1)C)(C)C ((1-oxo-2,2,3-trimethyl-3-phenyl-6,7-dichloro-5-indanyloxy)acetic acid), CC1C(C2=C(C(=C(C=C2C1C1=CC=CC=C1)OC)Cl)Cl)=O (2-Methyl-3-phenyl-5-methoxy-6,7-dichloro-1-indanone), CI (methyl iodide), CC(C)([O-])C.[K+] (potassium tert-butoxide), Cl (hydrochloric acid). The solvent is CN(C=O)C (dimethylformamide). The product is CC1(C(C2=C(C(=C(C=C2C1(C1=CC=CC=C1)C)OC)Cl)Cl)=O)C (2,2,3-Trimethyl-3-phenyl-5-methoxy-6,7-dichloro-1-indanone). As a reaction SMILES: CC1C(C2C=CC=CC=2)C2C(=C(Cl)C(Cl)=C(OC)C=2)C1=O.CI.CC(C)([O-])C.[K+].Cl.[O:31]=[C:32]1[C:40]2[C:35](=[CH:36][C:37]([O:43][CH2:44]C(O)=O)=[C:38]([Cl:42])[C:39]=2[Cl:41])[C:34]([CH3:54])([C:48]2[CH:53]=[CH:52][CH:51]=[CH:50][CH:49]=2)[C:33]1([CH3:56])[CH3:55]>CN(C)C=O>[CH3:55][C:33]1([CH3:56])[C:34]([CH3:54])([C:48]2[CH:53]=[CH:52][CH:51]=[CH:50][CH:49]=2)[C:35]2[C:40](=[C:39]([Cl:41])[C:38]([Cl:42])=[C:37]([O:43][CH3:44])[CH:36]=2)[C:32]1=[O:31] |f:2.3|. Procedure: 2-Methyl-3-phenyl-5-methoxy-6,7-dichloro-1-indanone (9.63 g., 0.03 mole) and methyl iodide (18.7 ml., 0.3 mole) dissolved in dimethylformamide (100 ml.) under nitrogen at 25° C. are treated with potassium tert-butoxide (6.72 g., 0.06 mole) portionwise with intermittent cooling in an ice-water bath over a 5 hour period. After exhaustive alkylation, i.e., after the addition of methyl iodide (3 × 20 ml.) followed by potassium tert-butoxide (5 g.), this procedure repeated until the addition of the b...